Task: describe an organic reaction: reactants, conditions, products, and yield. Dataset: the Open Reaction Database (ORD), a public repository of structured organic reaction records Starting materials: C(C)(C)(C)OC(=O)C(N1[C@H](C(=O)O)CCC1)[C@H]1NCC[C@@H]1CC (N-[(tert-Butyloxy)carbonyl-3(S)-ethylpyrrolidin-2(S)-ylmethyl]-proline), C=1C=CC2=C(C1)N=NN2O (HOBT), C(CCl)Cl (EDC), Cl.COC([C@@H](N)CCSC)=O (methionine methyl ester hydrochloride). The solvent is CCOC(=O)C (EtOAc). Conditions: temperature 23 celsius, time 18 hour. The product is COC([C@@H](NC([C@H]1N(CCC1)C([C@H]1NCC[C@@H]1CC)C(=O)OC(C)(C)C)=O)CCSC)=O (N-[(tert-Butyloxy)carbonyl-3(S)-ethylpyrrolidin-2(S)-ylmethyl]-prolyl-methionine methyl ester). The yield is 75.7%. Reaction SMILES: [C:1]([O:5][C:6]([CH:8]([C@@H:17]1[C@@H:21]([CH2:22][CH3:23])[CH2:20][CH2:19][NH:18]1)[N:9]1[CH2:16][CH2:15][CH2:14][C@H:10]1[C:11]([OH:13])=O)=[O:7])([CH3:4])([CH3:3])[CH3:2].C1C=CC2N(O)N=NC=2C=1.C(Cl)CCl.Cl.[CH3:39][O:40][C:41](=[O:48])[C@H:42]([CH2:44][CH2:45][S:46][CH3:47])[NH2:43]>CCOC(C)=O>[CH3:39][O:40][C:41](=[O:48])[C@H:42]([CH2:44][CH2:45][S:46][CH3:47])[NH:43][C:11](=[O:13])[C@@H:10]1[CH2:14][CH2:15][CH2:16][N:9]1[CH:8]([C:6]([O:5][C:1]([CH3:3])([CH3:4])[CH3:2])=[O:7])[C@@H:17]1[C@@H:21]([CH2:22][CH3:23])[CH2:20][CH2:19][NH:18]1 |f:3.4|. Reported procedure: N-[(tert-Butyloxy)carbonyl-3(S)-ethylpyrrolidin-2(S)-ylmethyl]-proline (0.238 mmol), HOBT (0.048 g, 0.262 mmol), EDC (0.068 g, 0.0357 mmol), and methionine methyl ester hydrochloride (0.048 g, 0.238 mmol) were dissolved in CH2CL2 (10 mL) and stirred at 23° C. for 18 h. EtOAc (100 mL) was added, and the mixture washed with satd NaHCO3 solution, H2O, brine, and dried (MgSO4). Filtration and concentration to dryness gave 0.085 g of title compound. 1H NMR (CD3OD) δ(major rotamer) 4.63 (t, 1H, J=7 Hz... Reactants: [Br-], ClCc1ccc(OCc2ccccc2)cc1, CC[Mg+], C#C[Si](C)(C)C, [Cl-], [Cu]Br, [NH4+], C1CCOC1. Yields the product C[Si](C)(C)C#CCc1ccc(OCc2ccccc2)cc1. As a reaction SMILES: [Br-:7].[CH2:11]([c:12]1[cH:13][cH:14][cH:15][cH:16][cH:17]1)[O:18][c:19]1[cH:20][cH:21][c:22]([CH2:23][Cl:24])[cH:25][cH:26]1.[CH2:8]([Mg+:9])[CH3:10].[CH3:1][Si:2]([CH3:3])([CH3:4])[C:5]#[CH:6].[Cl-:27].[Cu:34][Br:35].[NH4+:28].[O:29]1[CH2:30][CH2:31][CH2:32][CH2:33]1>>[CH3:1][Si:2]([CH3:3])([CH3:4])[C:5]#[C:6][CH2:23][c:22]1[cH:21][cH:20][c:19]([O:18][CH2:11][c:12]2[cH:13][cH:14][cH:15][cH:16][cH:17]2)[cH:26][cH:25]1. The product is CC(=O)NCC1CN(c2ccc(C3=NNC(=O)C(c4ccc(O)cc4)S3)c(F)c2)C(=O)O1. Starting materials: CC(=O)NCC1CN(c2ccc(C3=NNC(=O)C(c4ccc(OS(C)(=O)=O)cc4)S3)c(F)c2)C(=O)O1, C[O-], CC(=O)O, CO, [Na+]. As a reaction SMILES: [C:4]([CH3:5])(=[O:6])[NH:7][CH2:8][CH:9]1[CH2:10][N:11]([c:15]2[cH:16][c:17]([F:39])[c:18]([C:21]3=[N:26][NH:25][C:24](=[O:27])[CH:23]([c:28]4[cH:29][cH:30][c:31]([O:34][S:35]([CH3:36])(=[O:37])=[O:38])[cH:32][cH:33]4)[S:22]3)[cH:19][cH:20]2)[C:12](=[O:14])[O:13]1.[CH3:1][O-:2].[CH3:40][C:41](=[O:42])[OH:43].[CH3:44][OH:45].[Na+:3]>>[C:4]([CH3:5])(=[O:6])[NH:7][CH2:8][CH:9]1[CH2:10][N:11]([c:15]2[cH:16][c:17]([F:39])[c:18]([C:21]3=[N:26][NH:25][C:24](=[O:27])[CH:23]([c:28]4[cH:29][cH:30][c:31]([OH:34])[cH:32][cH:33]4)[S:22]3)[cH:19][cH:20]2)[C:12](=[O:14])[O:13]1. Reactants: C(CCCCCCC(C)C)O (isodecyl alcohol), 2.0Q, CC=1C=CC(=CC1)S(=O)(=O)O (PTSA), O (water). The solvent is C=1(C(=CC=CC1)C)C (xylene). Run at temperature 140 celsius. The product is C(C=C)(=O)OCCCCCCCC(C)C (isodecyl acrylate). As a reaction SMILES: [CH2:1]([OH:11])[CH2:2][CH2:3][CH2:4][CH2:5][CH2:6][CH2:7][CH:8]([CH3:10])[CH3:9].[CH3:12][C:13]1[CH:14]=CC(S(O)(=O)=O)=CC=1.[OH2:23]>C1(C)C(C)=CC=CC=1>[C:12]([O:11][CH2:1][CH2:2][CH2:3][CH2:4][CH2:5][CH2:6][CH2:7][CH:8]([CH3:9])[CH3:10])(=[O:23])[CH:13]=[CH2:14]. Procedure details: To 157 g isodecyl alcohol in 200 ml xylene is added 117 g AA, 1.0 g HQ and 2.0Q PTSA. The reaction mixture is heated for 2 hrs. at reflux (140° C) while the water of reaction is collected (17 ml). The reaction mixture is cooled and the xylene removed under reduced pressure to give 250 g isodecyl acrylate. The analytical data for this acrylate is shown below. The reactants are C(N)(=O)C=1C(=NC(=NC1Cl)SC)NC1=C(C=C(C(=O)OC)C=C1)OCC (methyl 4-(5-carbamoyl-6-chloro-2-(methylthio)pyrimidin-4-ylamino)-3-ethoxybenzoate), O.NN (hydrazine hydrate). Run in O1CCCC1 (tetrahydrofuran). Run at time 12 hour. The product is C(N)(=O)C=1C(=NC(=NC1NN)SC)NC1=C(C=C(C(=O)OC)C=C1)OC (methyl 4-(5-carbamoyl-6-hydrazinyl-2-(methylthio)pyrimidin-4-ylamino)-3-methoxybenzoate). As a reaction SMILES: [C:1]([C:4]1[C:5]([NH:13][C:14]2[CH:23]=[CH:22][C:17]([C:18]([O:20][CH3:21])=[O:19])=[CH:16][C:15]=2[O:24][CH2:25]C)=[N:6][C:7]([S:11][CH3:12])=[N:8][C:9]=1Cl)(=[O:3])[NH2:2].O.[NH2:28][NH2:29]>O1CCCC1>[C:1]([C:4]1[C:5]([NH:13][C:14]2[CH:23]=[CH:22][C:17]([C:18]([O:20][CH3:21])=[O:19])=[CH:16][C:15]=2[O:24][CH3:25])=[N:6][C:7]([S:11][CH3:12])=[N:8][C:9]=1[NH:28][NH2:29])(=[O:3])[NH2:2] |f:1.2|. Procedure: To a solution of the product of Example 11A (1.2 g, 3.1 mmol) in tetrahydrofuran (400 mL) was added hydrazine hydrate (550 mg, 9.4 mmol) and the mixture was stirred at ambient temperature for 12 hours. After concentration, the residue was washed with methanol and dried under vacuum to give the title compound, which was used in the next step without further purification. MS: 379 (M+H+).